Task: describe an organic reaction: reactants, conditions, products, and yield. Dataset: the Open Reaction Database (ORD), a public repository of structured organic reaction records The reactants are CC(C)CC(OC(c1ccccc1)c1ccc(Br)cn1)C(=O)NCC#N, ClCCl, OB(O)c1ccc(N2CCNCC2)cc1, [Na+], [Na+], O=C([O-])[O-], CN(C)C=O. The product is CC(C)CC(OC(c1ccccc1)c1ccc(-c2ccc(N3CCNCC3)cc2)cn1)C(=O)NCC#N. Reaction SMILES: [Br:1][c:2]1[cH:3][cH:4][c:5]([CH:8]([O:9][CH:10]([C:11](=[O:12])[NH:13][CH2:14][C:15]#[N:16])[CH2:17][CH:18]([CH3:19])[CH3:20])[c:21]2[cH:22][cH:23][cH:24][cH:25][cH:26]2)[n:6][cH:7]1.[Cl:42][CH2:43][Cl:44].[N:27]1([c:33]2[cH:34][cH:35][c:36]([B:39]([OH:40])[OH:41])[cH:37][cH:38]2)[CH2:28][CH2:29][NH:30][CH2:31][CH2:32]1.[Na+:45].[Na+:46].[O-:47][C:48](=[O:49])[O-:50].[O:51]=[CH:52][N:53]([CH3:54])[CH3:55]>>[c:2]1(-[c:36]2[cH:35][cH:34][c:33]([N:27]3[CH2:28][CH2:29][NH:30][CH2:31][CH2:32]3)[cH:38][cH:37]2)[cH:3][cH:4][c:5]([CH:8]([O:9][CH:10]([C:11](=[O:12])[NH:13][CH2:14][C:15]#[N:16])[CH2:17][CH:18]([CH3:19])[CH3:20])[c:21]2[cH:22][cH:23][cH:24][cH:25][cH:26]2)[n:6][cH:7]1. Starting materials: O=C([O-])O, C, [Na+], O, O, OCC(CO)(CO)CO, [Pt]. The product is O=C(O)C(CO)(CO)CO. RXN SMILES: [C:10]([OH:11])(=[O:12])[O-:13].[C:17].[Na+:14].[O:15].[OH2:16].[OH:1][CH2:2][C:3]([CH2:4][OH:5])([CH2:6][OH:7])[CH2:8][OH:9].[Pt:18]>>[OH:1][CH2:2][C:3]([C:4](=[O:5])[OH:11])([CH2:6][OH:7])[CH2:8][OH:9]. Reactants: ClC1=C(C=NC=C1)C=O (4-chloropyridine-3-carboxaldehyde), [OH-].[Na+] (sodium hydroxide), Cl (hydrochloric acid), Cl.NO (hydroxylamine hydrochloride), ice. The solvent is C(C)O.O (ethanol water). The product is ClC1=C(C=NC=C1)C=NO (4-Chloropyridine-3-carboxaldehyde oxime). Yield: 85.3%. Reaction SMILES: [Cl:1][C:2]1[CH:7]=[CH:6][N:5]=[CH:4][C:3]=1[CH:8]=O.Cl.[NH2:11][OH:12].[OH-].[Na+].Cl>C(O)C.O>[Cl:1][C:2]1[CH:7]=[CH:6][N:5]=[CH:4][C:3]=1[CH:8]=[N:11][OH:12] |f:1.2,3.4,6.7|. Reported procedure: Combine 4-chloropyridine-3-carboxaldehyde (2.75 g, 0.020 mol) with hydroxylamine hydrochloride (1.38 g, 0.021 mol) and ice (50 g) in an ethanol/water (25 mL/25 mL) mixture. Add aqueous sodium hydroxide (2.00 g, 0.049 mol, in 25 mL of water) dropwise and stir for 3 h near ambient temperature. Adjust the mixture to approx. pH 7.0 with aqueous hydrochloric acid and extract with diethyl ether. Dry the combined extracts over sodium sulfate and concentrate in vacuo which leaves the desired crude oxime... Reactants: CN (methylamine), CC=1C=C(C=CC1C)CCCNC(CC1=CC(=C(C=C1)OCCBr)OC)=O (N-{3-(3,4-dimethylphenyl)propyl}-4-(2-bromoethoxy)-3-methoxyphenylacetamide), CN(C)C1=NC=CC=C1 (dimethylaminopyridine), C([O-])([O-])=O.[K+].[K+] (potassium carbonate). Run in O1CCCC1 (tetrahydrofuran). Conditions: time 6 hour. Yields the product CC=1C=C(C=CC1C)CCCNC(CC1=CC(=C(C=C1)OCCNC)OC)=O (N-{3-(3,4-dimethylphenyl)propyl}-4-(2-methylaminoethoxy)-3-methoxyphenylacetamide). As a reaction SMILES: [CH3:1][C:2]1[CH:3]=[C:4]([CH2:9][CH2:10][CH2:11][NH:12][C:13](=[O:27])[CH2:14][C:15]2[CH:20]=[CH:19][C:18]([O:21][CH2:22][CH2:23]Br)=[C:17]([O:25][CH3:26])[CH:16]=2)[CH:5]=[CH:6][C:7]=1[CH3:8].[CH3:28][N:29](C1C=CC=CN=1)C.C(=O)([O-])[O-].[K+].[K+].CN>O1CCCC1>[CH3:1][C:2]1[CH:3]=[C:4]([CH2:9][CH2:10][CH2:11][NH:12][C:13](=[O:27])[CH2:14][C:15]2[CH:20]=[CH:19][C:18]([O:21][CH2:22][CH2:23][NH:29][CH3:28])=[C:17]([O:25][CH3:26])[CH:16]=2)[CH:5]=[CH:6][C:7]=1[CH3:8] |f:2.3.4|. Procedure: 0.10 g (0.23 mmol) of N-{3-(3,4-dimethylphenyl)propyl}-4-(2-bromoethoxy)-3-methoxyphenylacetamide obtained in step 1 of Example 2 and a catalytic amount of dimethylaminopyridine were dissolved in 50 ml of tetrahydrofuran and 0.048 g (0.35 mmol) of potassium carbonate was added thereto. Then, methylamine was passed through the mixture by bubbling at the temperature ranging from -10° to -20° C. The resultant mixture was stirred at a room temperature for 6 hours. After removing the solvent under a ... Procedure details: The title compound was prepared from 1-[2-(2,1,3-Benzoxadiazol-5-yl)ethyl]piperazin-2-one and (2-Methoxy-4-nitrophenyl)acetaldehyde following essentially the same procedure as Example 6. The product was purified by mass-directed reverse phase HPLC (AcCN-Water with 0.1% TFA). LC-MS (IE, m/z): 426 [M+1]+. Product: N=1ON=C2C1C=CC(=C2)CCN2C(CN(CC2)CCC2=C(C=C(C=C2)[N+](=O)[O-])OC)=O (1-[2-(2,1,3-Benzoxadiazol-5-yl)ethyl]-4-[2-(2-methoxy-4-nitrophenyl)ethyl]piperazin-2-one). The reactants are N=1ON=C2C1C=CC(=C2)CCN2C(CNCC2)=O (1-[2-(2,1,3-Benzoxadiazol-5-yl)ethyl]piperazin-2-one), COC1=C(C=CC(=C1)[N+](=O)[O-])CC=O ((2-Methoxy-4-nitrophenyl)acetaldehyde). As a reaction SMILES: [N:1]1[O:2][N:3]=[C:4]2[CH:9]=[C:8]([CH2:10][CH2:11][N:12]3[CH2:17][CH2:16][NH:15][CH2:14][C:13]3=[O:18])[CH:7]=[CH:6][C:5]=12.[CH3:19][O:20][C:21]1[CH:26]=[C:25]([N+:27]([O-:29])=[O:28])[CH:24]=[CH:23][C:22]=1[CH2:30][CH:31]=O>>[N:1]1[O:2][N:3]=[C:4]2[CH:9]=[C:8]([CH2:10][CH2:11][N:12]3[CH2:17][CH2:16][N:15]([CH2:31][CH2:30][C:22]4[CH:23]=[CH:24][C:25]([N+:27]([O-:29])=[O:28])=[CH:26][C:21]=4[O:20][CH3:19])[CH2:14][C:13]3=[O:18])[CH:7]=[CH:6][C:5]=12.